The task is: describe an organic reaction: reactants, conditions, products, and yield. This data is from the Open Reaction Database (ORD), a public repository of structured organic reaction records. The reactants are [OH-].[K+] (potassium hydroxide), C(C)(=O)O (acetic acid), C(C)OC(C1=CC=C(C=C1)NCCC[Si](CCCCCCCCCCCC)(C)C)=O (ethyl-4-(4,4-dimethyl-4-sila-n-hexadecylamino)-benzoate), COCCO (2-methoxy-ethanol). The solvent is O (water), C1(=CC=CC=C1)C (Toluene). Conditions: time 45 minute. Product: C[Si](CCCNC1=CC=C(C(=O)O)C=C1)(CCCCCCCCCCCC)C (4-(4,4-Dimethyl-4-sila-n-hexadecylamino)-benzoic acid), ( 88 ). Reaction SMILES: C([O:3][C:4](=[O:30])[C:5]1[CH:10]=[CH:9][C:8]([NH:11][CH2:12][CH2:13][CH2:14][Si:15]([CH3:29])([CH3:28])[CH2:16][CH2:17][CH2:18][CH2:19][CH2:20][CH2:21][CH2:22][CH2:23][CH2:24][CH2:25][CH2:26][CH3:27])=[CH:7][CH:6]=1)C.COCCO.[OH-].[K+].C(O)(=O)C>O.C1(C)C=CC=CC=1>[CH3:29][Si:15]([CH3:28])([CH2:16][CH2:17][CH2:18][CH2:19][CH2:20][CH2:21][CH2:22][CH2:23][CH2:24][CH2:25][CH2:26][CH3:27])[CH2:14][CH2:13][CH2:12][NH:11][C:8]1[CH:7]=[CH:6][C:5]([C:4]([OH:30])=[O:3])=[CH:10][CH:9]=1 |f:2.3|. Procedure: To 11.50 g (26.5 mmol) of ethyl-4-(4,4-dimethyl-4-sila-n-hexadecylamino)-benzoate in 150 ml of freshly distilled 2-methoxy-ethanol (peroxide free) refluxing under nitrogen, is gradually added a solution of 10.0 g (approx. 161 mmol) of potassium hydroxide in 17 ml of water. After the addition, refluxing is continued for 45 mins. Then 15 ml (250 mmol) of acetic acid (100%) is added and the reaction mixture cooled. Toluene is then added and the mixture agitated. The organic phase is recovered, wash... Reactants: CC1CN(Cc2ccccc2)CC(C)N1, CCN(C(C)C)C(C)C, O=C(O)c1cn2c3c(cccc13)OCC2C1CCCCC1, [Cl-], ClCCl. The product is CC1CN(Cc2ccccc2)CC(C)N1C(=O)c1cn2c3c(cccc13)OCC2C1CCCCC1, Cl. As a reaction SMILES: [CH2:32]([c:33]1[cH:34][cH:35][cH:36][cH:37][cH:38]1)[N:39]1[CH2:40][CH:41]([CH3:46])[NH:42][CH:43]([CH3:45])[CH2:44]1.[CH:23]([N:24]([CH:25]([CH3:26])[CH3:27])[CH2:28][CH3:29])([CH3:30])[CH3:31].[CH:2]1([CH:8]2[CH2:9][O:10][c:11]3[c:12]4[n:13]2[cH:14][c:15]([C:20](=[O:21])[OH:22])[c:16]4[cH:17][cH:18][cH:19]3)[CH2:3][CH2:4][CH2:5][CH2:6][CH2:7]1.[Cl-:1].[Cl:47][CH2:48][Cl:49]>>[CH:2]1([CH:8]2[CH2:9][O:10][c:11]3[c:12]4[n:13]2[cH:14][c:15]([C:20](=[O:21])[N:42]2[CH:41]([CH3:46])[CH2:40][N:39]([CH2:32][c:33]5[cH:34][cH:35][cH:36][cH:37][cH:38]5)[CH2:44][CH:43]2[CH3:45])[c:16]4[cH:17][cH:18][cH:19]3)[CH2:3][CH2:4][CH2:5][CH2:6][CH2:7]1.[ClH:1].